The task is: describe an organic reaction: reactants, conditions, products, and yield. This data is from the Open Reaction Database (ORD), a public repository of structured organic reaction records. Starting materials: Br.N1(C=NC=C1)C1COC2=C(C1=O)C=C(C=C2)O (3-(1-imidazolyl)-2,3-dihydro-6-hydroxy-4H-1-benzopyran-4-one hydrobromide), C(=O)(O)[O-].[Na+] (NaHCO3). Yields the product N1(C=NC=C1)C1COC2=C(C1=O)C=C(C=C2)O (3-(1-imidazolyl)-2,3-dihydro-6-hydroxy-4H-1-benzopyran-4-one). Reaction SMILES: Br.[N:2]1([CH:7]2[C:12](=[O:13])[C:11]3[CH:14]=[C:15]([OH:18])[CH:16]=[CH:17][C:10]=3[O:9][CH2:8]2)[CH:6]=[CH:5][N:4]=[CH:3]1.C([O-])(O)=O.[Na+]>>[N:2]1([CH:7]2[C:12](=[O:13])[C:11]3[CH:14]=[C:15]([OH:18])[CH:16]=[CH:17][C:10]=3[O:9][CH2:8]2)[CH:6]=[CH:5][N:4]=[CH:3]1 |f:0.1,2.3|. Procedure: 3-(1-imidazolyl)-2,3-dihydro-6-hydroxy-4H-1-benzopyran-4-one hydrobromide, treated with the stoichiometric amount of NaHCO3, gave 3-(1-imidazolyl)-2,3-dihydro-6-hydroxy-4H-1-benzopyran-4-one;